Dataset: the Open Reaction Database (ORD), a public repository of structured organic reaction records. Task: describe an organic reaction: reactants, conditions, products, and yield Procedure details: Prepared according to general working method I from 1-(5-iodo-pyridin-2-yl)-4-methyl-[1,4]diazepan (237 mg, 0.75 mmol) and 5-(4-chloro-phenyl)-2-ethynyl-pyridine (161 mg, 0.75 mmol). The product is ClC1=CC=C(C=C1)C=1C=CC(=NC1)C#CC=1C=CC(=NC1)N1CCN(CCC1)C (1-{5-[5-(4-chloro-phenyl)-pyridin-2-ylethynyl]-pyridin-2-yl}-4-methyl-[1,4]diazepan). Starting materials: IC=1C=CC(=NC1)N1CCN(CCC1)C (1-(5-iodo-pyridin-2-yl)-4-methyl-[1,4]diazepan), ClC1=CC=C(C=C1)C=1C=CC(=NC1)C#C (5-(4-chloro-phenyl)-2-ethynyl-pyridine). Reaction SMILES: I[C:2]1[CH:3]=[CH:4][C:5]([N:8]2[CH2:14][CH2:13][CH2:12][N:11]([CH3:15])[CH2:10][CH2:9]2)=[N:6][CH:7]=1.[Cl:16][C:17]1[CH:22]=[CH:21][C:20]([C:23]2[CH:24]=[CH:25][C:26]([C:29]#[CH:30])=[N:27][CH:28]=2)=[CH:19][CH:18]=1>>[Cl:16][C:17]1[CH:18]=[CH:19][C:20]([C:23]2[CH:24]=[CH:25][C:26]([C:29]#[C:30][C:2]3[CH:3]=[CH:4][C:5]([N:8]4[CH2:14][CH2:13][CH2:12][N:11]([CH3:15])[CH2:10][CH2:9]4)=[N:6][CH:7]=3)=[N:27][CH:28]=2)=[CH:21][CH:22]=1. The product is COC(C(=O)NCc1ccc(C#N)cc1)c1cccc(OC(C)C)c1. RXN SMILES: [C:1](#[N:2])[c:3]1[cH:4][cH:5][c:6]([CH2:7][NH:8][C:9]([CH:10]([O:11][CH3:12])[c:13]2[cH:14][c:15]([OH:19])[cH:16][cH:17][cH:18]2)=[O:20])[cH:21][cH:22]1.[C:23](=[O:24])([O-:25])[O-:26].[Cs+:27].[Cs+:32].[I:28][CH:29]([CH3:30])[CH3:31].[O:33]=[CH:34][N:35]([CH3:36])[CH3:37]>>[C:1](#[N:2])[c:3]1[cH:4][cH:5][c:6]([CH2:7][NH:8][C:9]([CH:10]([O:11][CH3:12])[c:13]2[cH:14][c:15]([O:19][CH:29]([CH3:30])[CH3:31])[cH:16][cH:17][cH:18]2)=[O:20])[cH:21][cH:22]1. The reactants are COC(C(=O)NCc1ccc(C#N)cc1)c1cccc(O)c1, O=C([O-])[O-], [Cs+], [Cs+], CC(C)I, CN(C)C=O. Starting materials: [K] (potassium), BrC1=CC=C(C=C1)C(F)(F)F (p-bromobenzotrifluoride), OC=1C=CC(=NC1)C (5-hydroxy-2-methylpyridine). The reagents and catalysts are [Cu] (copper). The solvent is CN(C=O)C (dimethylformamide), CO (methanol). Conditions: temperature 125 celsius, time 18 hour. Yields the product FC(C1=CC=C(OC=2C=CC(=NC2)C)C=C1)(F)F (5-(p-trifluoromethylphenoxy)-2-methylpyridine). RXN SMILES: [K].[OH:2][C:3]1[CH:4]=[CH:5][C:6]([CH3:9])=[N:7][CH:8]=1.Br[C:11]1[CH:16]=[CH:15][C:14]([C:17]([F:20])([F:19])[F:18])=[CH:13][CH:12]=1>CN(C)C=O.CO.[Cu]>[F:18][C:17]([F:20])([F:19])[C:14]1[CH:15]=[CH:16][C:11]([O:2][C:3]2[CH:4]=[CH:5][C:6]([CH3:9])=[N:7][CH:8]=2)=[CH:12][CH:13]=1 |^1:0|. Procedure details: 4 g of a potassium salt of 5-hydroxy-2-methylpyridine was suspended in 10 ml of dimethylformamide, and 6.15 g of p-bromobenzotrifluoride and 500 mg of a copper powder were added to the suspension, followed by stirring in a nitrogen stream at 125° C. for 18 hours to effect the reaction. The reaction mixture was allowed to cool, diluted with 50 ml of methanol and then filtered. The filtrate was immediately dried to a solid, and 150 ml of chloroform and 100 ml of water were added to the residue. Th... Reactants: CCS(=O)(=O)c1ncc2ccc(OC3CCN(C(=O)OC(C)(C)C)CC3)cc2n1, CC#N, Nc1ccc2[nH]c(=O)[nH]c2c1. Yields the product CC(C)(C)OC(=O)N1CCC(Oc2ccc3cnc(Nc4ccc5[nH]c(=O)[nH]c5c4)nc3c2)CC1. RXN SMILES: [CH2:1]([S:2](=[O:3])(=[O:4])[c:6]1[n:7][c:8]2[cH:9][c:10]([O:16][CH:17]3[CH2:18][CH2:19][N:20]([C:23](=[O:24])[O:25][C:26]([CH3:27])([CH3:28])[CH3:29])[CH2:21][CH2:22]3)[cH:11][cH:12][c:13]2[cH:14][n:15]1)[CH3:5].[CH3:41][C:42]#[N:43].[NH2:30][c:31]1[cH:32][c:33]2[c:34]([nH:35][c:36](=[O:38])[nH:37]2)[cH:39][cH:40]1>>[c:6]1([NH:30][c:31]2[cH:32][c:33]3[c:34]([nH:35][c:36](=[O:38])[nH:37]3)[cH:39][cH:40]2)[n:7][c:8]2[cH:9][c:10]([O:16][CH:17]3[CH2:18][CH2:19][N:20]([C:23](=[O:24])[O:25][C:26]([CH3:27])([CH3:28])[CH3:29])[CH2:21][CH2:22]3)[cH:11][cH:12][c:13]2[cH:14][n:15]1. Reactants: ClC1=CC=C(C=N1)CN1C=C2C(C=3C=CC=CC13)=NN(C2=O)C2=C(C=CC=C2)F (5-[(6-Chloropyridin-3-yl)methyl]-2-(2-fluorophenyl)-2,5-dihydro-3H-pyrazolo[4,3-c]quinolin-3-one), C([O-])([O-])=O.[Cs+].[Cs+] (cesium carbonate), CN1N=CC(=C1)B1OC(C(O1)(C)C)(C)C (1-methyl-4-(4,4,5,5-tetramethyl-1,3,2-dioxaborolan-2-yl)-1H-pyrazole). Reagents/catalysts: CC(C)([P](C(C)(C)C)([Pd][P](C(C)(C)C)(C(C)(C)C)C(C)(C)C)C(C)(C)C)C (bis(tri-tert-butylphosphine)palladium(0)). Run in O1CCCC1 (tetrahydrofuran). Conditions: time 1 hour. Yields the product FC1=C(C=CC=C1)N1N=C2C(=CN(C=3C=CC=CC23)CC2=CC=NC(=C2)C=2C=NN(C2)C)C1=O (2-(2-Fluorophenyl)-5-{[6-(1-methyl-1H-pyrazol-4-yl)pyridin-4-yl]methyl}-2,5-dihydro-3H-pyrazolo[4,3-c]quinolin-3-one). As a reaction SMILES: ClC1N=CC([CH2:8][N:9]2[C:18]3[CH:17]=[CH:16][CH:15]=[CH:14][C:13]=3[C:12]3=[N:19][N:20]([C:23]4[CH:28]=[CH:27][CH:26]=[CH:25][C:24]=4[F:29])[C:21](=[O:22])[C:11]3=[CH:10]2)=CC=1.C(=O)([O-])[O-].[Cs+].[Cs+].[CH3:36][N:37]1[CH:41]=[C:40](B2OC(C)(C)C(C)(C)O2)[CH:39]=[N:38]1>O1CCCC1.CC(C)([P](C(C)(C)C)([Pd][P](C(C)(C)C)(C(C)(C)C)C(C)(C)C)C(C)(C)C)C>[F:29][C:24]1[CH:25]=[CH:26][CH:27]=[CH:28][C:23]=1[N:20]1[C:21](=[O:22])[C:11]2=[CH:10][N:9]([CH2:8][C:12]3[CH:13]=[C:18]([C:40]4[CH:39]=[N:38][N:37]([CH3:36])[CH:41]=4)[N:9]=[CH:10][CH:11]=3)[C:18]3[CH:17]=[CH:16][CH:15]=[CH:14][C:13]=3[C:12]2=[N:19]1 |f:1.2.3,^1:58,64|. Reported procedure: 5-[(6-Chloropyridin-3-yl)methyl]-2-(2-fluorophenyl)-2,5-dihydro-3H-pyrazolo[4,3-c]quinolin-3-one (Example 225, 40 mg, 0.10 mmol), bis(tri-tert-butylphosphine)palladium(0) (5.0 mg, 0.010 mmol, 0.1 equiv), cesium carbonate (0.20 mL, 1 M aqueous, 0.20 mmol, 2 equiv) and 1-methyl-4-(4,4,5,5-tetramethyl-1,3,2-dioxaborolan-2-yl)-1H-pyrazole (35 mg, 0.17 mmol, 1.7 equiv) were suspended in tetrahydrofuran (1 mL) and the mixture was irradiated (high setting) for 10 minutes at 140° C. The mixture was cool... The reactants are C(CCCCCC)N(C(CCCCC(=O)OC)=O)CC (N-heptyl-N-ethyladipamic acid, methyl ester), [BH4-].[Na+] (sodium borohydride), CO (methanol). Run in C(C)(C)(C)O (tert-butanol). Product: C(CCCCCC)N(C(CCCCCO)=O)CC (N-heptyl-N-ethyl(6-hydroxy)hexanamide). Yield: 35.8%. Reaction SMILES: [CH2:1]([N:8]([CH2:19][CH3:20])[C:9](=[O:18])[CH2:10][CH2:11][CH2:12][CH2:13][C:14](OC)=[O:15])[CH2:2][CH2:3][CH2:4][CH2:5][CH2:6][CH3:7].[BH4-].[Na+].CO>C(O)(C)(C)C>[CH2:1]([N:8]([CH2:19][CH3:20])[C:9](=[O:18])[CH2:10][CH2:11][CH2:12][CH2:13][CH2:14][OH:15])[CH2:2][CH2:3][CH2:4][CH2:5][CH2:6][CH3:7] |f:1.2|. Reported procedure: A mixture of a solution of 3.1 gms of the N-heptyl-N-ethyladipamic acid, methyl ester in 40 ml of tert-butanol and 800 mg of sodium borohydride is heated to reflux, following which 7.8 ml of methanol is added dropwise. The reaction mixture is stirred at reflux for 18 hours and then partitioned between water and CH2Cl2. After separation, the organic layer is dried over MgSO4, filtered, and concentrated under vacuum. The residue obtained is flash chromatographed on normal phase silica gel with a 4... The reactants are Cl.N1C[C@@H](CC1)NC(=O)C1=CNC2=C1N=CN=C2C2=C(C=CC=1OCOC12)OCC1CC1 (4-(5-Cyclopropylmethoxy-benzo[1,3]dioxol-4-yl)-5H-pyrrolo[3,2-d]pyrimidine-7-carboxylic acid (R)-pyrrolidin-3-ylamide hydrochloride), C1(CC1)C(=O)Cl (cyclopropanecarbonyl chloride). The product is C1(CC1)C(=O)N1C[C@@H](CC1)NC(=O)C1=CNC2=C1N=CN=C2C2=C(C=CC=1OCOC12)OCC1CC1 (4-(5-Cyclopropylmethoxy-benzo[1,3]dioxol-4-yl)-5H-pyrrolo[3,2-d]pyrimidine-7-carboxylic acid [(R)-1-(1-cyclopropyl-methanoyl)-pyrrolidin-3-yl]amide). Reaction SMILES: Cl.[NH:2]1[CH2:6][CH2:5][C@@H:4]([NH:7][C:8]([C:10]2[C:14]3[N:15]=[CH:16][N:17]=[C:18]([C:19]4[C:27]5[O:26][CH2:25][O:24][C:23]=5[CH:22]=[CH:21][C:20]=4[O:28][CH2:29][CH:30]4[CH2:32][CH2:31]4)[C:13]=3[NH:12][CH:11]=2)=[O:9])[CH2:3]1.[CH:33]1([C:36](Cl)=[O:37])[CH2:35][CH2:34]1>>[CH:33]1([C:36]([N:2]2[CH2:6][CH2:5][C@@H:4]([NH:7][C:8]([C:10]3[C:14]4[N:15]=[CH:16][N:17]=[C:18]([C:19]5[C:27]6[O:26][CH2:25][O:24][C:23]=6[CH:22]=[CH:21][C:20]=5[O:28][CH2:29][CH:30]5[CH2:32][CH2:31]5)[C:13]=4[NH:12][CH:11]=3)=[O:9])[CH2:3]2)=[O:37])[CH2:35][CH2:34]1 |f:0.1|. Procedure: Starting from 4-(5-Cyclopropylmethoxy-benzo[1,3]dioxol-4-yl)-5H-pyrrolo[3,2-d]pyrimidine-7-carboxylic acid (R)-pyrrolidin-3-ylamide hydrochloride (example A142) and cyclopropanecarbonyl chloride the title compound is obtained as colorless solid.